From a dataset of the Open Reaction Database (ORD), a public repository of structured organic reaction records. describe an organic reaction: reactants, conditions, products, and yield The reactants are C[Si](C)(C)[NH-], C1CCOC1, N#CCc1cccc2ccccc12. Product: N#CC1(c2cccc3ccccc23)CC1CO. RXN SMILES: [CH3:14][Si:15]([NH-:16])([CH3:17])[CH3:18].[O:19]1[CH2:20][CH2:21][CH2:22][CH2:23]1.[c:1]1([CH2:11][C:12]#[N:13])[cH:2][cH:3][cH:4][c:5]2[cH:6][cH:7][cH:8][cH:9][c:10]12>>[c:1]1([C:11]2([C:12]#[N:13])[CH:21]([CH2:20][OH:19])[CH2:22]2)[cH:2][cH:3][cH:4][c:5]2[cH:6][cH:7][cH:8][cH:9][c:10]12.